Dataset: the Open Reaction Database (ORD), a public repository of structured organic reaction records. Task: describe an organic reaction: reactants, conditions, products, and yield Starting materials: C(C)(C)(C)C=1C=C(C(=C(C1)NC(=O)C=1N(C2=C(C=CC=C2C1)CN1CCC(CC1)C(=O)O)C)OC)NS(=O)(=O)C (1-[2-(5-tert-butyl-3-methanesulphonylamino-2-methoxy-phenylcarbamoyl)-1-methyl-1H-indol-7-ylmethyl]-piperidine-4-carboxylic acid), CN([C@@H]1CNCC1)C ((S)-3-dimethylamino-pyrrolidine). The product is C(C)(C)(C)C=1C=C(C(=C(C1)NC(=O)C=1N(C2=C(C=CC=C2C1)CN1CCC(CC1)C(=O)N1C[C@H](CC1)N(C)C)C)OC)NS(=O)(=O)C ((S)-7-[4-(3-dimethylamino-pyrrolidine-1-carbonyl)-piperidin-1-ylmethyl]-1-methyl-1H-indole-2-carboxylic acid-(5-tert-butyl-3-methanesulphonylamino-2-methoxy-phenyl)-amide). Reaction SMILES: [C:1]([C:5]1[CH:6]=[C:7]([NH:36][S:37]([CH3:40])(=[O:39])=[O:38])[C:8]([O:34][CH3:35])=[C:9]([NH:11][C:12]([C:14]2[N:15]([CH3:33])[C:16]3[C:21]([CH:22]=2)=[CH:20][CH:19]=[CH:18][C:17]=3[CH2:23][N:24]2[CH2:29][CH2:28][CH:27]([C:30](O)=[O:31])[CH2:26][CH2:25]2)=[O:13])[CH:10]=1)([CH3:4])([CH3:3])[CH3:2].[CH3:41][N:42]([CH3:48])[C@H:43]1[CH2:47][CH2:46][NH:45][CH2:44]1>>[C:1]([C:5]1[CH:6]=[C:7]([NH:36][S:37]([CH3:40])(=[O:38])=[O:39])[C:8]([O:34][CH3:35])=[C:9]([NH:11][C:12]([C:14]2[N:15]([CH3:33])[C:16]3[C:21]([CH:22]=2)=[CH:20][CH:19]=[CH:18][C:17]=3[CH2:23][N:24]2[CH2:25][CH2:26][CH:27]([C:30]([N:45]3[CH2:46][CH2:47][C@H:43]([N:42]([CH3:48])[CH3:41])[CH2:44]3)=[O:31])[CH2:28][CH2:29]2)=[O:13])[CH:10]=1)([CH3:4])([CH3:3])[CH3:2]. Reported procedure: 1-[2-(5-tert-butyl-3-methanesulphonylamino-2-methoxy-phenylcarbamoyl)-1-methyl-1H-indol-7-ylmethyl]-piperidine-4-carboxylic acid and (S)-3-dimethylamino-pyrrolidine are used as reactants. The reactants are Cl (hydrochloric acid), ClC1=C(C=CC=C1)S(=O)(=O)NC1=C(C(=C(C=C1)F)NC1=NC=CC=C1C1=C2N=CN(C2=NC=N1)C1OCCCC1)F (2-chloro-N-(2,4-difluoro-3-(3-(9-(tetrahydro-2H-pyran-2-yl)-9H-purin-6-yl)pyridin-2-ylamino)phenyl)benzenesulfonamide). Conditions: time 2 hour. Product: N1=CN=C2NC=NC2=C1C=1C(=NC=CC1)NC=1C(=C(C=CC1F)NS(=O)(=O)C1=C(C=CC=C1)Cl)F (N-(3-(3-(9H-purin-6-yl)pyridin-2-ylamino)-2,4-difluorophenyl)-2-chloro benzenesulfonamide). As a reaction SMILES: Cl.[Cl:2][C:3]1[CH:8]=[CH:7][CH:6]=[CH:5][C:4]=1[S:9]([NH:12][C:13]1[CH:18]=[CH:17][C:16]([F:19])=[C:15]([NH:20][C:21]2[C:26]([C:27]3[N:35]=[CH:34][N:33]=[C:32]4[C:28]=3[N:29]=[CH:30][N:31]4C3CCCCO3)=[CH:25][CH:24]=[CH:23][N:22]=2)[C:14]=1[F:42])(=[O:11])=[O:10]>>[N:35]1[C:27]([C:26]2[C:21]([NH:20][C:15]3[C:14]([F:42])=[C:13]([NH:12][S:9]([C:4]4[CH:5]=[CH:6][CH:7]=[CH:8][C:3]=4[Cl:2])(=[O:11])=[O:10])[CH:18]=[CH:17][C:16]=3[F:19])=[N:22][CH:23]=[CH:24][CH:25]=2)=[C:28]2[C:32]([NH:31][CH:30]=[N:29]2)=[N:33][CH:34]=1. Procedure: 1M aqueous hydrochloric acid solution was added into the 2-chloro-N-(2,4-difluoro-3-(3-(9-(tetrahydro-2H-pyran-2-yl)-9H-purin-6-yl)pyridin-2-ylamino)phenyl)benzenesulfonamide (20 mg, 0.033 mmol) prepared at Step 10 and stirred for 2 hours. After the reaction, the reactant was washed with an aqueous solution of sodium hydrogen carbonate and salt water. After extraction with ethylacetate, the organic layer was dried with sulfuric anhydride magnesium and vacuum concentrated, and then refined by mea... Reactants: COC=1C=C(C=C(C1)OC)C1=NC=C(C=C1)N(CCCN(C)C=1C=CC(=NC1)C1=CC(=CC(=C1)OC)OC)C (N,N′-bis[2-(3,5-dimethoxyphenyl)-5-pyridyl]-N,N′-dimethyl-1,3-propanediamine), CS(=O)(=O)O (methanesulfonic acid). Solvent: CO (methanol). Product: CS(=O)(=O)O.CS(=O)(=O)O.COC=1C=C(C=C(C1)OC)C1=NC=C(C=C1)N(CCCN(C)C=1C=CC(=NC1)C1=CC(=CC(=C1)OC)OC)C (N,N′-Bis[2-(3,5-dimethoxyphenyl)-5-pyridyl]-N,N′-dimethyl-1,3-propanediamine dimethanesulfonate). Yield: 41.6%. Reaction SMILES: [CH3:1][O:2][C:3]1[CH:4]=[C:5]([C:11]2[CH:16]=[CH:15][C:14]([N:17]([CH3:39])[CH2:18][CH2:19][CH2:20][N:21]([C:23]3[CH:24]=[CH:25][C:26]([C:29]4[CH:34]=[C:33]([O:35][CH3:36])[CH:32]=[C:31]([O:37][CH3:38])[CH:30]=4)=[N:27][CH:28]=3)[CH3:22])=[CH:13][N:12]=2)[CH:6]=[C:7]([O:9][CH3:10])[CH:8]=1.[CH3:40][S:41]([OH:44])(=[O:43])=[O:42]>CO>[CH3:40][S:41]([OH:44])(=[O:43])=[O:42].[CH3:40][S:41]([OH:44])(=[O:43])=[O:42].[CH3:1][O:2][C:3]1[CH:4]=[C:5]([C:11]2[CH:16]=[CH:15][C:14]([N:17]([CH3:39])[CH2:18][CH2:19][CH2:20][N:21]([C:23]3[CH:24]=[CH:25][C:26]([C:29]4[CH:30]=[C:31]([O:37][CH3:38])[CH:32]=[C:33]([O:35][CH3:36])[CH:34]=4)=[N:27][CH:28]=3)[CH3:22])=[CH:13][N:12]=2)[CH:6]=[C:7]([O:9][CH3:10])[CH:8]=1 |f:3.4.5|. Reported procedure: To a solution of N,N′-bis[2-(3,5-dimethoxyphenyl)-5-pyridyl]-N,N′-dimethyl-1,3-propanediamine (35.0 mg, 0.070 mmol) in methanol (2.0 mL) was added a 1.0 M aqueous methanesulfonic acid (0.15 mL, 0.15 mmol), and the reaction mixture was concentrated under reduced pressure. Ethanol (5.0 mL) was added to the residue, and the mixture was concentrated under reduced pressure. The residue was recrystallized from ethanol to afford the title compound as a yellow crystalline powder (melting point: 228.0-23... Reactants: C(C1=CC=CC=C1)OC1=C(C=CC=C1C(=C)C1=NC=CC=C1)C1=CC=CC=C1 (2-(1-(2-(Benzyloxy)biphenyl-3-yl)vinyl)pyridine), C(C1=CC=CC=C1)OC1=C(C=CC=C1C(=C)C1=NC=CC=C1)C1=CC=CC=C1 (2-(1-(2-(Benzyloxy)biphenyl-3-yl)vinyl)pyridine). The reagents and catalysts are [Pd] (Pd—C). The solvent is CCO.CCOC(=O)C (EtOH EtOAc). Reaction conditions: time 2.75 hour. Product: N1=C(C=CC=C1)C(C)C1=C(C(=CC=C1)C1=CC=CC=C1)O (3-(1-(Pyridin-2yl)ethyl)biphenyl-2-ol). RXN SMILES: C([O:8][C:9]1[C:14]([C:15]([C:17]2[CH:22]=[CH:21][CH:20]=[CH:19][N:18]=2)=[CH2:16])=[CH:13][CH:12]=[CH:11][C:10]=1[C:23]1[CH:28]=[CH:27][CH:26]=[CH:25][CH:24]=1)C1C=CC=CC=1>[Pd].CCO.CCOC(C)=O>[N:18]1[CH:19]=[CH:20][CH:21]=[CH:22][C:17]=1[CH:15]([C:14]1[CH:13]=[CH:12][CH:11]=[C:10]([C:23]2[CH:24]=[CH:25][CH:26]=[CH:27][CH:28]=2)[C:9]=1[OH:8])[CH3:16] |f:2.3|. Reported procedure: A solution of 5 (0.50 g, 1.377 mmol, 1.0 equiv) and 20% Pd—C (55% H2O) (0.05 g) in 1:1 EtOH/EtOAc (30 mL) was hydrogenated at 30 psi H2 for 4.25 hr. LCMS showed some 5 remained along with A and a small amount of over-reduction products. The mixture was hydrogenated at 20 psi H2 for 2.75 hr (LCMS showed ˜2% 5 remained). The mixture was filtered through Celite, and the Celite layer was washed with 1:1 EtOH/EtOAc (30 mL). The filtrate was concentrated under reduced pressure to give a brown oil. The... Starting materials: O (water), C(C=C)Br (allyl bromide), CC12C=NCC=CC3=C1CCC1=C3CC(N1)C2C (6,12-dimethyl-1,2,3,4,5,6-hexahydro-2,6-methano-9H-pyrrolo[3,2-h][3]benzazocine), C(C)(C)N(CC)C(C)C (diisopropylethyl amine). Run in C(C)(=O)OCC (ethyl acetate), CN(C=O)C (dimethylformamide), CN(C=O)C (dimethylformamide). Conditions: temperature 0 celsius. Product: CC12C=NCC=CC3=C1CCC1=C3CC(N1CC=C)C2C (6,12-Dimethyl-1,2,3,4,5,6-hexahydro-3-(2-propenyl)-2,6-methano-9H-pyrrolo[3,2-h][3]benzazocine). Yield: 47.0%. RXN SMILES: [CH3:1][C:2]12[CH:17]([CH3:18])[CH:15]3[NH:16][C:12]4=[C:13]([CH2:14]3)[C:8](=[C:9]1[CH2:10][CH2:11]4)[CH:7]=[CH:6][CH2:5][N:4]=[CH:3]2.[CH:19](N(C(C)C)CC)([CH3:21])[CH3:20].C(Br)C=C.O>CN(C)C=O.C(OCC)(=O)C>[CH3:1][C:2]12[CH:17]([CH3:18])[CH:15]3[N:16]([CH2:21][CH:19]=[CH2:20])[C:12]4=[C:13]([CH2:14]3)[C:8](=[C:9]1[CH2:10][CH2:11]4)[CH:7]=[CH:6][CH2:5][N:4]=[CH:3]2. Procedure details: To a stirred solution of 1.86 g of 6,12-dimethyl-1,2,3,4,5,6-hexahydro-2,6-methano-9H-pyrrolo[3,2-h][3]benzazocine and 40 ml of dimethylformamide was added 2.85 ml of diisopropylethyl amine. The mixture was cooled to 0° C. and 0.78 ml of allyl bromide in 5.0 ml of dimethylformamide was added, with stirring under nitrogen. The mixture was stirred at 0° for 4.5 hr and then poured into water and ethyl acetate. The layers were separated and the aqueous layer extracted with ethyl acetate and ether. T... As a reaction SMILES: [C:16](=[O:17])([O-:18])[O-:19].[CH3:22][S:23]([Cl:24])(=[O:25])=[O:26].[Cl:1][c:2]1[cH:3][cH:4][c:5]([NH:8][CH2:9][c:10]2[cH:11][n:12][cH:13][cH:14][cH:15]2)[cH:6][cH:7]1.[Cl:27][CH2:28][Cl:29].[K+:20].[K+:21]>>[Cl:1][c:2]1[cH:3][cH:4][c:5]([N:8]([CH2:9][c:10]2[cH:11][n:12][cH:13][cH:14][cH:15]2)[S:23]([CH3:22])(=[O:25])=[O:26])[cH:6][cH:7]1. The product is CS(=O)(=O)N(Cc1cccnc1)c1ccc(Cl)cc1. Starting materials: O=C([O-])[O-], CS(=O)(=O)Cl, Clc1ccc(NCc2cccnc2)cc1, ClCCl, [K+], [K+]. Reactants: C(C1=CC=CC=C1)OC(=O)N[C@@H](C)C(=O)NOP(O)(=O)C ([(N-benzyloxycarbonyl-L-alanyl)amino]-methylphosphonic acid). Run in CO (methanol), Cl (hydrochloric acid). Conditions: time 8 hour. Product: N[C@@H](C)C(=O)NOP(O)(=O)C ((L-alanylamino) -methylphosphonic acid). Isolated yield 87.5%. Reaction SMILES: C(OC([NH:11][C@H:12]([C:14]([NH:16][O:17][P:18]([CH3:21])(=[O:20])[OH:19])=[O:15])[CH3:13])=O)C1C=CC=CC=1>CO.Cl>[NH2:11][C@H:12]([C:14]([NH:16][O:17][P:18]([CH3:21])(=[O:19])[OH:20])=[O:15])[CH3:13]. Procedure: 63.2 g of [(N-benzyloxycarbonyl-L-alanyl)amino]-methylphosphonic acid in a mixture of 600 ml of methanol and 20 ml of concentrated hydrochloric acid were hydrogenated at room temperature and atmospheric pressure in the presence of 6.0 g of 10% palladium-on-charcoal catalyst until absorption of hydrogen ceased. The catalyst was filtered off and washed with methanol. The filtrate was treated with 30 ml of propylene oxide and the mixture stored overnight in a refrigerator. The solid was filtered of... Reactants: C(CC)C1=NC2=C(N1CC1=CC=C(C=C1)C=1C(=CC=CC1)C(=O)OC(C)(C)C)C=C(C=C2C)C=2N=CN(C2)CCC(F)(F)F (tert.butyl 4'-[(2-n-propyl-4-methyl-6-(1-(3,3,3-trifluoropropyl)-imidazol-4-yl)-benzimidazol-1-yl)-methyl]-biphenyl-2-carboxylate), FC(C(=O)O)(F)F (trifluoroacetic acid). Solvent: C(Cl)Cl (methylene chloride). Product: C(CC)C1=NC2=C(N1CC1=CC=C(C=C1)C=1C(=CC=CC1)C(=O)O)C=C(C=C2C)C=2N=CN(C2)CCC(F)(F)F (4'-[(2-n-Propyl-4-methyl-6-(1-(3,3,3-trifluoropropyl)-imidazol-4-yl)-benzimidazol-1-yl)-methyl]-biphenyl-2-carboxylic acid). Reaction SMILES: [CH2:1]([C:4]1[N:8]([CH2:9][C:10]2[CH:15]=[CH:14][C:13]([C:16]3[C:17]([C:22]([O:24]C(C)(C)C)=[O:23])=[CH:18][CH:19]=[CH:20][CH:21]=3)=[CH:12][CH:11]=2)[C:7]2[CH:29]=[C:30]([C:34]3[N:35]=[CH:36][N:37]([CH2:39][CH2:40][C:41]([F:44])([F:43])[F:42])[CH:38]=3)[CH:31]=[C:32]([CH3:33])[C:6]=2[N:5]=1)[CH2:2][CH3:3].FC(F)(F)C(O)=O>C(Cl)Cl>[CH2:1]([C:4]1[N:8]([CH2:9][C:10]2[CH:15]=[CH:14][C:13]([C:16]3[C:17]([C:22]([OH:24])=[O:23])=[CH:18][CH:19]=[CH:20][CH:21]=3)=[CH:12][CH:11]=2)[C:7]2[CH:29]=[C:30]([C:34]3[N:35]=[CH:36][N:37]([CH2:39][CH2:40][C:41]([F:42])([F:43])[F:44])[CH:38]=3)[CH:31]=[C:32]([CH3:33])[C:6]=2[N:5]=1)[CH2:2][CH3:3]. Reported procedure: Prepared analogously to Example 88 from tert.butyl 4'-[(2-n-propyl-4-methyl-6-(1-(3,3,3-trifluoropropyl)-imidazol-4-yl)-benzimidazol-1-yl)-methyl]-biphenyl-2-carboxylate and trifluoroacetic acid in methylene chloride. Starting materials: CNC(=O)NC1=CC=C(C=C1)C1=NC(=C2C(=N1)N(N=C2)C2CCC(CC2)=O)N2CC1CCC(C2)O1 (1-methyl-3-{4-[4-(8-oxa-3-azabicyclo[3.2.1]oct-3-yl)-1-(4-oxocyclohexyl)-1H-pyrazolo[3,4-d]pyrimidin-6-yl]phenyl}urea), CN1CCNCC1 (N-methylpiperizine), C(C)(=O)O (acetic acid), C(C)(=O)O[BH-](OC(C)=O)OC(C)=O.[Na+] (sodium triacetoxyborohydride). Solvent: ClCCCl (DCE). Conditions: time 8 hour. Product: CNC(=O)NC1=CC=C(C=C1)C1=NC(=C2C(=N1)N(N=C2)C2CCC(CC2)N2CCN(CC2)C)N2CC1CCC(C2)O1 (1-methyl-3-(4-{1-[4-(4-methylpiperazin-1-yl)cyclohexyl]-4-(8-oxa-3-azabicyclo[3.2.1]oct-3-yl)-1H-pyrazolo[3,4-d]pyrimidin-6-yl}phenyl)urea). Reaction SMILES: [CH3:1][NH:2][C:3]([NH:5][C:6]1[CH:11]=[CH:10][C:9]([C:12]2[N:17]=[C:16]3[N:18]([CH:21]4[CH2:26][CH2:25][C:24](=O)[CH2:23][CH2:22]4)[N:19]=[CH:20][C:15]3=[C:14]([N:28]3[CH2:34][CH:33]4[O:35][CH:30]([CH2:31][CH2:32]4)[CH2:29]3)[N:13]=2)=[CH:8][CH:7]=1)=[O:4].[CH3:36][N:37]1[CH2:42][CH2:41][NH:40][CH2:39][CH2:38]1.C(O)(=O)C.C(O[BH-](OC(=O)C)OC(=O)C)(=O)C.[Na+]>ClCCCl>[CH3:1][NH:2][C:3]([NH:5][C:6]1[CH:7]=[CH:8][C:9]([C:12]2[N:17]=[C:16]3[N:18]([CH:21]4[CH2:22][CH2:23][CH:24]([N:40]5[CH2:41][CH2:42][N:37]([CH3:36])[CH2:38][CH2:39]5)[CH2:25][CH2:26]4)[N:19]=[CH:20][C:15]3=[C:14]([N:28]3[CH2:29][CH:30]4[O:35][CH:33]([CH2:32][CH2:31]4)[CH2:34]3)[N:13]=2)=[CH:10][CH:11]=1)=[O:4] |f:3.4|. Reported procedure: To a solution of 1-methyl-3-{4-[4-(8-oxa-3-azabicyclo[3.2.1]oct-3-yl)-1-(4-oxocyclohexyl)-1H-pyrazolo[3,4-d]pyrimidin-6-yl]phenyl}urea (65 mg) in DCE (2.0 mL) was added excess N-methylpiperizine, acetic acid (0.012 mL) and excess sodium triacetoxyborohydride. The mixture was stirred at room temperature overnight. The reaction was quenched with water and the organics were separated and concentrated under nitrogen and purified by Gilson HPLC to give the desired product (56 mg) MS m/z=560.3 (M+H). The reactants are C(=O)C1=C(C(=C(N1)C)C(=O)O)C1=CC=CC=C1 (5-Formyl-2-methyl-4-phenyl-1H-pyrrole-3-carboxylic acid), NCC(CN(CC)CC)O (1-amino-3-diethylamino-2-propanol), C=1C=CC2=C(C1)N=NN2O (HOBt), C([O-])(O)=O.[Na+] (Sodium bicarbonate), [OH-].[Na+] (NaOH). The solvent is C(Cl)(Cl)Cl (chloroform). Product: C(C)N(CC(CNC(=O)C1=C(NC(=C1C1=CC=CC=C1)C=O)C)O)CC (5-Formyl-2-methyl-4-phenyl-1H-pyrrole-3-carboxylic acid (3-diethylamino-2-hydroxy-propyl)-amide). Yield: 25.7%. RXN SMILES: [CH:1]([C:3]1[NH:7][C:6]([CH3:8])=[C:5]([C:9]([OH:11])=O)[C:4]=1[C:12]1[CH:17]=[CH:16][CH:15]=[CH:14][CH:13]=1)=[O:2].[NH2:18][CH2:19][CH:20]([OH:27])[CH2:21][N:22]([CH2:25][CH3:26])[CH2:23][CH3:24].C1C=CC2N(O)N=NC=2C=1.C(=O)(O)[O-].[Na+].[OH-].[Na+]>C(Cl)(Cl)Cl>[CH2:23]([N:22]([CH2:25][CH3:26])[CH2:21][CH:20]([OH:27])[CH2:19][NH:18][C:9]([C:5]1[C:4]([C:12]2[CH:17]=[CH:16][CH:15]=[CH:14][CH:13]=2)=[C:3]([CH:1]=[O:2])[NH:7][C:6]=1[CH3:8])=[O:11])[CH3:24] |f:3.4,5.6|. Procedure: A mixture of 5-Formyl-2-methyl-4-phenyl-1H-pyrrole-3-carboxylic acid (1.0 gm, 4.36 mmol), 1-amino-3-diethylamino-2-propanol (950 mg, 6.54 mmol), DDC (900 mg, 4.36 mmol) and HOBt. (884 mg, 6.54 mmol) in chloroform (60 mL) was stirred at rt for 12 hrs. The reaction was poured into sat. Sodium bicarbonate (60 mL) and to it was added 1N NaOH (8 mL). It was then extracted with EtOAc (3×100 mL), washed with water and brine, dried and concentrated to give 400 mg of 5-Formyl-2-methyl-4-phenyl-1H-pyrrole...